This data is from the Open Reaction Database (ORD), a public repository of structured organic reaction records. The task is: describe an organic reaction: reactants, conditions, products, and yield The solvent is CN(C=O)C (N,N dimethylformamide). Reactants: CC=1C=C(C(=O)C2=CNC3=NC(=C(C=C3C2=O)C)C)C=CC1C (3-(3,4-Dimethyl-benzoyl)-6,7-dimethyl-1H-[1,8]naphthyridin-4-one), [H-].[Na+] (sodium hydride), BrC1=NC(=CC=C1)CBr (2-bromo-6-bromomethyl-pyridine). Product: BrC1=CC=CC(=N1)CN1C=C(C(C2=CC(=C(N=C12)C)C)=O)C(C1=CC(=C(C=C1)C)C)=O (1-(6-Bromo-pyridin-2-ylmethyl)-3-(3,4-dimethyl-benzoyl)-6,7-dimethyl-1H-[1,8]naphthyridin-4-one). Reaction SMILES: [CH3:1][C:2]1[CH:3]=[C:4]([CH:20]=[CH:21][C:22]=1[CH3:23])[C:5]([C:7]1[C:16](=[O:17])[C:15]2[C:10](=[N:11][C:12]([CH3:19])=[C:13]([CH3:18])[CH:14]=2)[NH:9][CH:8]=1)=[O:6].[H-].[Na+].[Br:26][C:27]1[CH:32]=[CH:31][CH:30]=[C:29]([CH2:33]Br)[N:28]=1>CN(C)C=O>[Br:26][C:27]1[N:28]=[C:29]([CH2:33][N:9]2[C:10]3[C:15](=[CH:14][C:13]([CH3:18])=[C:12]([CH3:19])[N:11]=3)[C:16](=[O:17])[C:7]([C:5](=[O:6])[C:4]3[CH:20]=[CH:21][C:22]([CH3:23])=[C:2]([CH3:1])[CH:3]=3)=[CH:8]2)[CH:30]=[CH:31][CH:32]=1 |f:1.2|. Reported procedure: Experimental conditions analogous to those described for Step 2 of Example 1 were used with 69 mg (0.224 mmol) of 3-(3,4-Dimethyl-benzoyl)-6,7-dimethyl-1H-[1,8]naphthyridin-4-one, 11 mg (0.269 mmol, 60% dispersion in oil) of sodium hydride, 67.5 mg (0.269 mmol) of 2-bromo-6-bromomethyl-pyridine and 2.0 mL of N,N dimethylformamide. The crude brown solid was purified by flash column chromatography using 30-100% ethyl acetate in hexane to yield 1-(6-Bromo-pyridin-2-ylmethyl)-3-(3,4-dimethyl-benzoyl...